From a dataset of the Open Reaction Database (ORD), a public repository of structured organic reaction records. describe an organic reaction: reactants, conditions, products, and yield As a reaction SMILES: [C:1]([O:5][N:6]=[C:7]1[C:16]2[C:11](=[CH:12][CH:13]=[C:14]([OH:17])[CH:15]=2)[O:10][C:9]([C:18]2[N:23]=[CH:22][C:21]3[CH:24]=[CH:25][S:26][C:20]=3[CH:19]=2)=[CH:8]1)([CH3:4])([CH3:3])[CH3:2].[N:27]1[CH:32]=[CH:31][CH:30]=[N:29][C:28]=1[N:33]1[CH2:38][CH2:37][CH:36](OS(C)(=O)=O)[CH2:35][CH2:34]1>CN(C)C=O>[C:1]([O:5][N:6]=[C:7]1[C:16]2[C:11](=[CH:12][CH:13]=[C:14]([O:17][CH:36]3[CH2:37][CH2:38][N:33]([C:28]4[N:27]=[CH:32][CH:31]=[CH:30][N:29]=4)[CH2:34][CH2:35]3)[CH:15]=2)[O:10][C:9]([C:18]2[N:23]=[CH:22][C:21]3[CH:24]=[CH:25][S:26][C:20]=3[CH:19]=2)=[CH:8]1)([CH3:4])([CH3:2])[CH3:3]. Solvent: CN(C=O)C (dimethylformamide). The product is C(C)(C)(C)ON=C1C=C(OC2=CC=C(C=C12)OC1CCN(CC1)C1=NC=CC=N1)C1=CC2=C(C=N1)C=CS2 (6-(1-Pyrimidin-2-yl-piperidin-4-yloxy)-2-thieno[3,2-c]pyridin-6-yl-chromen-4-one O-tert-butyl-oxime). Reactants: C(C)(C)(C)ON=C1C=C(OC2=CC=C(C=C12)O)C1=CC2=C(C=N1)C=CS2 (6-Hydroxy-2-thieno[3,2-c]pyridin-6-yl-chromen-4-one O-tert-butyl-oxime), N1=C(N=CC=C1)N1CCC(CC1)OS(=O)(=O)C (methanesulfonic acid 1-pyrimidin-2-yl-piperidin-4-yl ester). Procedure: 6-(1-Pyrimidin-2-yl-piperidin-4-yloxy)-2-thieno[3,2-c]pyridin-6-yl-chromen-4-one O-tert-butyl-oxime was prepared using the procedure described in example 85A, starting from 6-Hydroxy-2-thieno[3,2-c]pyridin-6-yl-chromen-4-one O-tert-butyl-oxime (example 127B) and methanesulfonic acid 1-pyrimidin-2-yl-piperidin-4-yl ester (example 169B) in dimethylformamide.